The task is: describe an organic reaction: reactants, conditions, products, and yield. This data is from the Open Reaction Database (ORD), a public repository of structured organic reaction records. Starting materials: CC1=C(CN2C(C=3C(C2=O)=CC=CC3)=O)C(=CC=C1)C (N-(2,6-Dimethylbenzyl)phthalimide), O.NN (hydrazine monohydrate), O (water), Cl (HCl). The solvent is C(C)O (ethanol). Run at time 3.5 hour. Product: CC1=C(CN)C(=CC=C1)C (2,6-Dimethylbenzyl Amine). Reaction SMILES: [CH3:1][C:2]1[CH:19]=[CH:18][CH:17]=[C:16]([CH3:20])[C:3]=1[CH2:4][N:5]1C(=O)C2=CC=CC=C2C1=O.O.NN.Cl.O>C(O)C>[CH3:1][C:2]1[CH:19]=[CH:18][CH:17]=[C:16]([CH3:20])[C:3]=1[CH2:4][NH2:5] |f:1.2|. Procedure: To a stirred solution of N-(2,6-Dimethylbenzyl)phthalimide (Step B, 7.77 g, 29.3 mmol) in ethanol (80 ml) was added hydrazine monohydrate (2.16 ml, 44.52 mmol) and the reaction mixture was refluxed for 3.5 hours. To this reaction mixture was added c HCl to bring pH to 1 and refluxing continued for another 3.5 hours, water was added and reaction mixture was filtered, the filtrate was concentrated and pH was adjusted to 10 with 2 N NaOH. The residue was taken in methylene chloride and washed with ... Starting materials: CC#N, C=C(C)C1CC(=O)CC(c2cccc(Cl)c2)C12C(=O)Nc1cc(Cl)ccc12, [N-]=[N+]=[N-], [Na+]. RXN SMILES: [CH3:32][C:33]#[N:34].[Cl:1][c:2]1[cH:3][cH:4][c:5]2[c:6]([cH:7]1)[NH:8][C:9](=[O:27])[C:10]21[CH:11]([c:20]2[cH:21][c:22]([Cl:26])[cH:23][cH:24][cH:25]2)[CH2:12][C:13](=[O:19])[CH2:14][CH:15]1[C:16](=[CH2:17])[CH3:18].[N-:28]=[N+:29]=[N-:30].[Na+:31]>>[Cl:1][c:2]1[cH:3][cH:4][c:5]2[c:6]([cH:7]1)[NH:8][C:9](=[O:27])[C:10]21[CH:11]([c:20]2[cH:21][c:22]([Cl:26])[cH:23][cH:24][cH:25]2)[CH2:12][C:13](=[O:19])[NH:28][CH2:14][CH:15]1[C:16](=[CH2:17])[CH3:18]. The product is C=C(C)C1CNC(=O)CC(c2cccc(Cl)c2)C12C(=O)Nc1cc(Cl)ccc12. Reactants: C(C)(C)(C)OC(=O)NCC(=O)O (tert-butoxycarbonylaminoacetic acid), C1(CCCCC1)N=C=NC1CCCCC1 (N,N′-dicyclohexylcarbodiimide), CN(C)C1=NC=CC=C1 (dimethylaminopyridine), NC1=NC2=CC=C(C=C2C(=N1)C(=O)N1CC2=CC=CC=C2C1)C1=C(C=CC=C1)S(=O)(=O)N(C)CCO (2-[2-amino-4-(1,3-dihydroisoindole-2-carbonyl)quinazolin-6-yl]-N-(2-hydroxyethyl)-N-methylbenzenesulfonamide). Solvent: C1CCOC1 (THF). Run at time 120 minute. The product is NCC(=O)OCCNCS(=O)(=O)C1=C(C=CC=C1)C=1C=C2C(=NC(=NC2=CC1)N)C(=O)N1CC2=CC=CC=C2C1 (2-({2-[2-amino-4-(1,3-dihydroisoindole-2-carbonyl)quinazolin-6-yl]benzenesulfonyl}methylamino)ethyl aminoacetate). RXN SMILES: C(OC([NH:8][CH2:9][C:10]([OH:12])=[O:11])=O)(C)(C)C.[CH:13]1([N:19]=[C:20]=NC2CCCCC2)CCCC[CH2:14]1.CN(C1C=CC=CN=1)C.[NH2:37][C:38]1[N:47]=[C:46]([C:48]([N:50]2[CH2:58][C:57]3[C:52](=[CH:53][CH:54]=[CH:55][CH:56]=3)[CH2:51]2)=[O:49])[C:45]2[C:40](=[CH:41][CH:42]=[C:43]([C:59]3[CH:64]=[CH:63][CH:62]=[CH:61][C:60]=3[S:65](N(CCO)C)(=[O:67])=[O:66])[CH:44]=2)[N:39]=1>C1COCC1>[NH2:8][CH2:9][C:10]([O:12][CH2:14][CH2:13][NH:19][CH2:20][S:65]([C:60]1[CH:61]=[CH:62][CH:63]=[CH:64][C:59]=1[C:43]1[CH:44]=[C:45]2[C:40](=[CH:41][CH:42]=1)[N:39]=[C:38]([NH2:37])[N:47]=[C:46]2[C:48]([N:50]1[CH2:51][C:52]2[C:57](=[CH:56][CH:55]=[CH:54][CH:53]=2)[CH2:58]1)=[O:49])(=[O:66])=[O:67])=[O:11]. Procedure: 56 mg of tert-butoxycarbonylaminoacetic acid, 33 mg of N,N′-dicyclohexylcarbodiimide and 2 mg of dimethylaminopyridine (DMAP) are added to a solution of 80 mg of 2-[2-amino-4-(1,3-dihydroisoindole-2-carbonyl)quinazolin-6-yl]-N-(2-hydroxyethyl)-N-methylbenzenesulfonamide in 1 ml of THF. After 120 min, the mixture is evaporated in vacuo, the residue is taken up in 1 ml of DCM:TFA (1:1) with cooling, and the mixture is stirred for 30 min. The mixture is evaporated to dryness in vacuo, the residue i...